Dataset: the Open Reaction Database (ORD), a public repository of structured organic reaction records. Task: describe an organic reaction: reactants, conditions, products, and yield Starting materials: O=C1[C@@H]([C@@H](N1)COS(=O)(=O)C1=CC=C(C=C1)C)NC(COC1=CC=CC=C1)=O (cis-4 -oxo-3-phenoxyacetylamino-2-p-toluenesulfonyloxymethyl-azetidine), [N-]=[N+]=[N-].[Na+] (sodium azide), CN(C=O)C (N,N-dimethylformamide), C(C)(=O)OCC (ethyl acetate). Run in C(Cl)Cl (methylene dichloride). Reaction conditions: time 24 hour. Yields the product N(=[N+]=[N-])C[C@@H]1NC([C@@H]1NC(COC1=CC=CC=C1)=O)=O (cis-2-azidomethyl-4-oxo-3-phenoxyacetylaminoazetidine). As a reaction SMILES: [O:1]=[C:2]1[NH:5][C@@H:4]([CH2:6]OS(C2C=CC(C)=CC=2)(=O)=O)[C@H:3]1[NH:18][C:19](=[O:28])[CH2:20][O:21][C:22]1[CH:27]=[CH:26][CH:25]=[CH:24][CH:23]=1.[N-:29]=[N+:30]=[N-:31].[Na+].CN(C)C=O.C(OCC)(=O)C>C(Cl)Cl>[N:29]([CH2:6][C@H:4]1[C@@H:3]([NH:18][C:19](=[O:28])[CH2:20][O:21][C:22]2[CH:23]=[CH:24][CH:25]=[CH:26][CH:27]=2)[C:2](=[O:1])[NH:5]1)=[N+:30]=[N-:31] |f:1.2|. Reported procedure: A mixture containing 1.131 g (2.8 mmole) of cis-4 -oxo-3-phenoxyacetylamino-2-p-toluenesulfonyloxymethyl-azetidine, 0.961 g (14.8 mmole) of sodium azide and 25 ml of anhydrous N,N-dimethylformamide was heated under argon at 40° for 6 hours then at ambient temperature for 24 hours. The reaction mixture was poured into ethyl acetate and was washed with water. The combined aqueous washes were extracted once with ethyl acetate and the ethyl acetate fractions were combined and extracted with brine. A... Reactants: IC1=CC=2C(=NC=C3C2N(N=C3)C)N1S(=O)(=O)C1=CC=C(C)C=C1 (7-iodo-1-methyl-6-tosyl-1,6-dihydropyrazolo[3,4-d]pyrrolo[2,3-b]pyridine), COC=1C=C2C(=NN(C2=CC1)C)[Sn](C)(C)C (5-methoxy-1-methyl-3-(trimethylstannyl)-1H-indazole). The reagents and catalysts are C=1C=CC(=CC1)[P](C=2C=CC=CC2)(C=3C=CC=CC3)[Pd]([P](C=4C=CC=CC4)(C=5C=CC=CC5)C=6C=CC=CC6)([P](C=7C=CC=CC7)(C=8C=CC=CC8)C=9C=CC=CC9)[P](C=1C=CC=CC1)(C=1C=CC=CC1)C=1C=CC=CC1 (Pd(Ph3P)4). Solvent: CN(C)C=O (DMF). Reaction conditions: temperature 80 celsius. Product: COC=1C=C2C(=NN(C2=CC1)C)C1=CC=2C(=NC=C3C2N(N=C3)C)N1S(=O)(=O)C1=CC=C(C)C=C1 (7-(5-methoxy-1-methyl-1H-indazol-3-yl)-1-methyl-6-tosyl-1,6-dihydropyrazolo[3,4-d]pyrrolo[2,3-b]pyridine). Isolated yield 46.2%. Reaction SMILES: I[C:2]1[N:14]([S:15]([C:18]2[CH:24]=[CH:23][C:21]([CH3:22])=[CH:20][CH:19]=2)(=[O:17])=[O:16])[C:5]2=[N:6][CH:7]=[C:8]3[CH:12]=[N:11][N:10]([CH3:13])[C:9]3=[C:4]2[CH:3]=1.[CH3:25][O:26][C:27]1[CH:28]=[C:29]2[C:33](=[CH:34][CH:35]=1)[N:32]([CH3:36])[N:31]=[C:30]2[Sn](C)(C)C>CN(C=O)C.C1C=CC([P]([Pd]([P](C2C=CC=CC=2)(C2C=CC=CC=2)C2C=CC=CC=2)([P](C2C=CC=CC=2)(C2C=CC=CC=2)C2C=CC=CC=2)[P](C2C=CC=CC=2)(C2C=CC=CC=2)C2C=CC=CC=2)(C2C=CC=CC=2)C2C=CC=CC=2)=CC=1>[CH3:25][O:26][C:27]1[CH:28]=[C:29]2[C:33](=[CH:34][CH:35]=1)[N:32]([CH3:36])[N:31]=[C:30]2[C:2]1[N:14]([S:15]([C:18]2[CH:19]=[CH:20][C:21]([CH3:22])=[CH:23][CH:24]=2)(=[O:16])=[O:17])[C:5]2=[N:6][CH:7]=[C:8]3[CH:12]=[N:11][N:10]([CH3:13])[C:9]3=[C:4]2[CH:3]=1 |^1:49,51,70,89|. Reported procedure: To a flask was added 7-iodo-1-methyl-6-tosyl-1,6-dihydropyrazolo[3,4-d]pyrrolo[2,3-b]pyridine (0.090 g, 0.20 mmol, Preparation #1), Pd(Ph3P)4 (0.018 g, 0.016 mmol) and 5-methoxy-1-methyl-3-(trimethylstannyl)-1H-indazole (0.071 g, 0.22 mmol) in DMF (3 mL) and the mixture was heated to about 80° C. for about 17 h. The mixture was cooled to rt and then loaded directly on 12 g silica column and eluted with 0 to 100% EtOAc/DCM to provide 7-(5-methoxy-1-methyl-1H-indazol-3-yl)-1-methyl-6-tosyl-1,6-dih...